Dataset: the Open Reaction Database (ORD), a public repository of structured organic reaction records. Task: describe an organic reaction: reactants, conditions, products, and yield Reactants: C(CC)N(C(OCC)=S)CCC (O-ethyl N,N-dipropyl-thiocarbamate), S(=O)(=O)(OCC)OCC (diethyl sulfate). Solvent: CO (methanol). Conditions: temperature 160 celsius. Yields the product C(CC)N(C(SCC)=O)CCC (S-ethyl N,N-di-propyl-thiocarbamate). Isolated yield 91.0%. As a reaction SMILES: [CH2:1]([N:4]([CH2:10][CH2:11][CH3:12])[C:5](=[S:9])[O:6]CC)[CH2:2][CH3:3].S(OCC)(O[CH2:17][CH3:18])(=O)=O>CO>[CH2:10]([N:4]([CH2:1][CH2:2][CH3:3])[C:5](=[O:9])[S:6][CH2:17][CH3:18])[CH2:11][CH3:12]. Reported procedure: 94.5 g. (0.5 moles) of O-ethyl N,N-dipropyl-thiocarbamate are introduced into a 250 ml. round-bottomed flask, and 4.7 g. of diethyl sulfate are added. The mixture is refluxed for 80 minutes on an oil bath heated to 160°C. The progress of the reaction is monitored by sampling the reaction mixture and recording the UV spectra of the samples in methanol. The absorption maximum at 250 nm, characteristic of the =S group of the starting substance, gradually decreases, and disappears when the isomeriza... Starting materials: ClC(=O)N1CCN(CC1)C (1-chlorocarbonyl-4-methylpiperazine), C(C)#N (acetonitrile), ClC1=CC=C2C=CC(=NC2=C1)N1C(C2=C(C1O)SCCS2)=O (6-(7-Chloroquinol-2-yl)-5-hydroxy-7-oxo-2,3,6,7-tetrahydro-1,4-dithiino[2,3-c]pyrrole), [H-].[Na+] (sodium hydride), ClC1=CC=C2C=CC(=NC2=C1)N1C(C2=C(C1O)SCCS2)=O (6-(7-Chloroquinol-2-yl)-5-hydroxy-7-oxo-2,3,6,7-tetrahydro-1,4-dithiino[2,3-c]pyrrole). The solvent is O1CCCC1 (tetrahydrofuran), CN(C=O)C (dimethylformamide), O1CCCC1 (tetrahydrofuran). Conditions: temperature 5 celsius, time 4 hour. Yields the product ClC1=CC=C2C=CC(=NC2=C1)N1C(C2=C(C1OC(=O)N1CCN(CC1)C)SCCS2)=O (6-(7-Chloroquinol-2-yl)-5-(4-methylpiperazin-1-yl)carbonyloxy-7-oxo-2,3,6,7-tetrahydro-1,4-dithiino[2,3-c]pyrrole). Isolated yield 56.4%. RXN SMILES: [Cl:1][C:2]1[CH:11]=[C:10]2[C:5]([CH:6]=[CH:7][C:8]([N:12]3[CH:16]([OH:17])[C:15]4[S:18][CH2:19][CH2:20][S:21][C:14]=4[C:13]3=[O:22])=[N:9]2)=[CH:4][CH:3]=1.[H-].[Na+].Cl[C:26]([N:28]1[CH2:33][CH2:32][N:31]([CH3:34])[CH2:30][CH2:29]1)=[O:27].C(#N)C>O1CCCC1.CN(C)C=O>[Cl:1][C:2]1[CH:11]=[C:10]2[C:5]([CH:6]=[CH:7][C:8]([N:12]3[CH:13]([O:22][C:26]([N:28]4[CH2:33][CH2:32][N:31]([CH3:34])[CH2:30][CH2:29]4)=[O:27])[C:14]4[S:21][CH2:20][CH2:19][S:18][C:15]=4[C:16]3=[O:17])=[N:9]2)=[CH:4][CH:3]=1 |f:1.2|. Procedure: 6-(7-Chloroquinol-2-yl)-5-hydroxy-7-oxo-2,3,6,7-tetrahydro-1,4-dithiino[2,3-c]pyrrole (9.0 g.) is added over the course of half an hour, at 15°-20° C, to a suspension of sodium hydride (1.35 g.) in anhydrous tetrahydrofuran (250 cc.). The reaction mixture is diluted with anhydrous dimethylformamide (50 cc.). 6-(7-Chloroquinol-2-yl)-5-hydroxy-7-oxo-2,3,6,7-tetrahydro-1,4-dithiino[2,3-c]pyrrole (a further 9.0 g.) is added over the course of half an hour, at 15° C, and then 1-chlorocarbonyl-4-methy...